This data is from the Open Reaction Database (ORD), a public repository of structured organic reaction records. The task is: describe an organic reaction: reactants, conditions, products, and yield The reactants are ClCCCl, CC1(O)CCNCC1, CCN(C(C)C)C(C)C, Cn1nc(Cl)cc(Nc2ccc(C(=O)O)cn2)c1=O, CN(C)C=O, On1nnc2ccccc21. Yields the product Cn1nc(Cl)cc(Nc2ccc(C(=O)N3CCC(C)(O)CC3)cn2)c1=O. RXN SMILES: [CH2:47]([Cl:48])[CH2:49][Cl:50].[CH3:20][C:21]1([OH:27])[CH2:22][CH2:23][NH:24][CH2:25][CH2:26]1.[CH:38]([N:39]([CH2:40][CH3:41])[CH:42]([CH3:43])[CH3:44])([CH3:45])[CH3:46].[Cl:1][c:2]1[cH:3][c:4]([NH:10][c:11]2[n:12][cH:13][c:14]([C:15](=[O:16])[OH:17])[cH:18][cH:19]2)[c:5](=[O:9])[n:6]([CH3:8])[n:7]1.[O:51]=[CH:52][N:53]([CH3:54])[CH3:55].[OH:28][n:29]1[c:30]2[c:31]([cH:32][cH:33][cH:34][cH:35]2)[n:36][n:37]1>>[Cl:1][c:2]1[cH:3][c:4]([NH:10][c:11]2[n:12][cH:13][c:14]([C:15](=[O:17])[N:24]3[CH2:23][CH2:22][C:21]([CH3:20])([OH:27])[CH2:26][CH2:25]3)[cH:18][cH:19]2)[c:5](=[O:9])[n:6]([CH3:8])[n:7]1. Reactants: CC(=O)Nc1nc2c(=O)[nH]c3cc(C(=O)O)ccc3c2s1, Cl, O. The product is Nc1nc2c(=O)[nH]c3cc(C(=O)O)ccc3c2s1. Reaction SMILES: [C:1](=[O:2])([CH3:3])[NH:4][c:5]1[s:6][c:7]2[c:8]([c:9](=[O:20])[nH:10][c:11]3[cH:12][c:13]([C:17](=[O:18])[OH:19])[cH:14][cH:15][c:16]23)[n:21]1.[ClH:22].[OH2:23]>>[NH2:4][c:5]1[s:6][c:7]2[c:8]([c:9](=[O:20])[nH:10][c:11]3[cH:12][c:13]([C:17](=[O:18])[OH:19])[cH:14][cH:15][c:16]23)[n:21]1. The reactants are C(C)OCC (diethyl ether), C(C)OC(=O)C1SC(CC1)C(=O)OCC (2,5-diethoxycarbonyltetrahydrothiophene), [OH-].[K+] (potassium hydroxide), Cl (hydrochloric acid). The solvent is O (water), C(C)O (ethanol), C(C)O (ethanol). Run at time 1 hour. The product is C(=O)(O)C1SC(CC1)C(=O)OCC (2-carboxy-5-ethoxycarbonyltetrahydrothiophene). The yield is 75.8%. RXN SMILES: [CH2:1]([O:3][C:4]([CH:6]1[CH2:10][CH2:9][CH:8]([C:11]([O:13]CC)=[O:12])[S:7]1)=[O:5])[CH3:2].[OH-].[K+].C(OCC)C.Cl>C(O)C.O>[C:11]([CH:8]1[CH2:9][CH2:10][CH:6]([C:4]([O:3][CH2:1][CH3:2])=[O:5])[S:7]1)([OH:13])=[O:12] |f:1.2|. Procedure details: To a solution of 2,5-diethoxycarbonyltetrahydrothiophene (2.4 g) in ethanol (10 ml), potassium hydroxide (0.64 g) dissolved in ethanol (10 ml) was added dropwise and the mixture was stirred for 1 hour at room temperature. To the reaction mixture, diethyl ether and water were added. Aqueous layer was acidified with 2N hydrochloric acid and extracted with ethyl acetate. The organic layer was washed with saturated sodium chloride solution, dried over anhydrous sodium sulfate and concentrated in vac... Reactants: BrC=1C=NC=2N(C1)N=C(C2)C(=O)O (6-bromo-pyrazolo[1,5-a]pyrimidine-2-carboxylic acid), FC(C1NCCC2=C1C=CS2)(F)F (4-trifluoromethyl-4,5,6,7-tetrahydrothieno[3,2-c]pyridine). Yields the product BrC=1C=NC=2N(C1)N=C(C2)C(=O)N2C(C1=C(CC2)SC=C1)C(F)(F)F ((6-Bromo-pyrazolo[1,5-a]pyrimidin-2-yl)-(4-trifluoromethyl-6,7-dihydro-4H-thieno[3,2-c]pyridin-5-yl)-methanone). RXN SMILES: [Br:1][C:2]1[CH:3]=[N:4][C:5]2[N:6]([N:8]=[C:9]([C:11]([OH:13])=O)[CH:10]=2)[CH:7]=1.[F:14][C:15]([F:26])([F:25])[CH:16]1[C:21]2[CH:22]=[CH:23][S:24][C:20]=2[CH2:19][CH2:18][NH:17]1>>[Br:1][C:2]1[CH:3]=[N:4][C:5]2[N:6]([N:8]=[C:9]([C:11]([N:17]3[CH2:18][CH2:19][C:20]4[S:24][CH:23]=[CH:22][C:21]=4[CH:16]3[C:15]([F:14])([F:26])[F:25])=[O:13])[CH:10]=2)[CH:7]=1. Procedure: In close analogy to the procedure described in Example 1, 6-bromo-pyrazolo[1,5-a]pyrimidine-2-carboxylic acid is reacted with 4-trifluoromethyl-4,5,6,7-tetrahydrothieno[3,2-c]pyridine to provide the title compound in moderate yield. The reactants are OCc1ccc(Cc2ccccc2)cc1, ClC(Cl)Cl, O=S(Cl)Cl. The product is ClCc1ccc(Cc2ccccc2)cc1. RXN SMILES: [CH2:1]([c:2]1[cH:3][cH:4][cH:5][cH:6][cH:7]1)[c:8]1[cH:9][cH:10][c:11]([CH2:12][OH:13])[cH:14][cH:15]1.[CH:20]([Cl:21])([Cl:22])[Cl:23].[S:16]([Cl:17])([Cl:18])=[O:19]>>[CH2:1]([c:2]1[cH:3][cH:4][cH:5][cH:6][cH:7]1)[c:8]1[cH:9][cH:10][c:11]([CH2:12][Cl:18])[cH:14][cH:15]1. Reaction SMILES: [C:1]([C:4]1[CH:9]=[CH:8][C:7]([C:10]2[CH:15]=[CH:14][C:13]([F:16])=[CH:12][C:11]=2[F:17])=[CH:6][CH:5]=1)(=[O:3])[CH3:2].BrCC(C1C=CC(C2C=CC(F)=CC=2F)=CC=1)=O.[C-:36]#[N:37].[K+]>>[C:36]([CH2:2][C:1]([C:4]1[CH:9]=[CH:8][C:7]([C:10]2[CH:15]=[CH:14][C:13]([F:16])=[CH:12][C:11]=2[F:17])=[CH:6][CH:5]=1)=[O:3])#[N:37] |f:2.3|. Reactants: C(C)(=O)C1=CC=C(C=C1)C1=C(C=C(C=C1)F)F (4-acetyl-2',4'-difluorobiphenyl), BrCC(=O)C1=CC=C(C=C1)C1=C(C=C(C=C1)F)F (4-bromoacetyl-2',4'-difluorobiphenyl), [C-]#N.[K+] (KCN). Product: C(#N)CC(=O)C1=CC=C(C=C1)C1=C(C=C(C=C1)F)F (4-cyanoacetyl-2',4'-difluorobiphenyl). Procedure details: Grignard reagent obtained from 14.2 g. of methyl iodide and 2.4 g. of magnesium in 100 ml. of THF is added dropwise to a solution of 30.4 g. of 3-(2',4'-difluoro-4-biphenylyl)-3-oxopropionic acid ethyl ester, obtained by brominating 4-acetyl-2',4'-difluorobiphenyl to 4-bromoacetyl-2',4'-difluorobiphenyl, reacting this with KCN to give 4-cyanoacetyl-2',4'-difluorobiphenyl, hydrolyzing the latter and esterifying the reaction product, in 200 ml. of THF. When the addition is complete, the mixture is... Reactants: CS(C)=O, CCN(C(C)C)C(C)C, Clc1ccc(-c2cc3nccn3c(Cl)n2)c(Cl)c1, Cl, O=C(O)C(F)(F)F, N#Cc1sc(NCCN)nc1N, O. The product is N#Cc1sc(NCCNc2nc(-c3ccc(Cl)cc3Cl)cc3nccn23)nc1N. RXN SMILES: [CH3:49][S:50]([CH3:51])=[O:52].[CH:38]([N:39]([CH2:40][CH3:41])[CH:42]([CH3:43])[CH3:44])([CH3:45])[CH3:46].[Cl:1][c:2]1[n:3][c:4](-[c:11]2[c:12]([Cl:18])[cH:13][c:14]([Cl:17])[cH:15][cH:16]2)[cH:5][c:6]2[n:7]1[cH:8][cH:9][n:10]2.[ClH:47].[F:19][C:20]([F:21])([F:22])[C:23]([OH:24])=[O:25].[NH2:26][c:27]1[n:28][c:29]([NH:34][CH2:35][CH2:36][NH2:37])[s:30][c:31]1[C:32]#[N:33].[OH2:48]>>[c:2]1([NH:37][CH2:36][CH2:35][NH:34][c:29]2[n:28][c:27]([NH2:26])[c:31]([C:32]#[N:33])[s:30]2)[n:3][c:4](-[c:11]2[c:12]([Cl:18])[cH:13][c:14]([Cl:17])[cH:15][cH:16]2)[cH:5][c:6]2[n:7]1[cH:8][cH:9][n:10]2. Starting materials: C(CCC)[Li] (n-butyl lithium), O (water), BrC1=C(C=CC=C1)OCC1=CC=CC=C1 (benzyl 2-bromophenyl ether), C(C1=CC=CC=C1)OC(=O)N1CCC(CC1)=O (1-benzyloxycarbonyl-4-oxopiperidine). Solvent: CCCCCC (hexane), C(C)(=O)OCC (ethyl acetate), O1CCCC1 (tetrahydrofuran), O1CCCC1 (tetrahydrofuran). Conditions: temperature -78 celsius, time 1 hour. The product is C(C1=CC=CC=C1)OC(=O)N1CCC(CC1)(C1=C(C=CC=C1)OCC1=CC=CC=C1)O (1-Benzyloxycarbonyl-4-hydroxy-4-(2-benzyloxyphenyl)piperidine). Isolated yield 51.5%. RXN SMILES: Br[C:2]1[CH:7]=[CH:6][CH:5]=[CH:4][C:3]=1[O:8][CH2:9][C:10]1[CH:15]=[CH:14][CH:13]=[CH:12][CH:11]=1.C([Li])CCC.[CH2:21]([O:28][C:29]([N:31]1[CH2:36][CH2:35][C:34](=[O:37])[CH2:33][CH2:32]1)=[O:30])[C:22]1[CH:27]=[CH:26][CH:25]=[CH:24][CH:23]=1.O>O1CCCC1.CCCCCC.C(OCC)(=O)C>[CH2:21]([O:28][C:29]([N:31]1[CH2:36][CH2:35][C:34]([OH:37])([C:2]2[CH:7]=[CH:6][CH:5]=[CH:4][C:3]=2[O:8][CH2:9][C:10]2[CH:15]=[CH:14][CH:13]=[CH:12][CH:11]=2)[CH2:33][CH2:32]1)=[O:30])[C:22]1[CH:27]=[CH:26][CH:25]=[CH:24][CH:23]=1. Reported procedure: A solution of benzyl 2-bromophenyl ether (3.5 g) in 50 mL of anhydrous tetrahydrofuran was cooled to -78° C. and treated with 5.3 mL of 2.5M n-butyl lithium solution in hexane followed by a solution of 1-benzyloxycarbonyl-4-oxopiperidine (3.1 g) in 3 mL of anhydrous tetrahydrofuran. After stirring at -78° C. for 1 hour the reaction mixture was warmed to 0° C., stirred for 2 hours and then allowed to warm to room temperature. Addition of water, extraction with ethyl acetate, drying the organic la... The product is C=C(C)c1csc(-c2ccc(C(F)(F)F)cc2CN2C(=O)OC(c3cc(C(F)(F)F)cc(C(F)(F)F)c3)C2C)n1. Reaction SMILES: [CH3:54][c:55]1[cH:56][cH:57][cH:58][cH:59][cH:60]1.[CH3:61][CH2:62][O:63][C:64]([CH3:65])=[O:66].[F:1][C:2]([c:3]1[cH:4][c:5]([CH:13]2[CH:14]([CH3:39])[N:15]([CH2:19][c:20]3[c:21](-[c:30]4[s:31][cH:32][c:33]([C:35]([CH3:36])([CH3:37])[OH:38])[n:34]4)[cH:22][cH:23][c:24]([C:26]([F:27])([F:28])[F:29])[cH:25]3)[C:16](=[O:18])[O:17]2)[cH:6][c:7]([C:9]([F:10])([F:11])[F:12])[cH:8]1)([F:40])[F:41].[OH2:42].[c:43]1([CH3:44])[cH:45][cH:46][c:47]([S:48]([OH:49])(=[O:50])=[O:51])[cH:52][cH:53]1>>[F:1][C:2]([c:3]1[cH:4][c:5]([CH:13]2[CH:14]([CH3:39])[N:15]([CH2:19][c:20]3[c:21](-[c:30]4[s:31][cH:32][c:33]([C:35](=[CH2:36])[CH3:37])[n:34]4)[cH:22][cH:23][c:24]([C:26]([F:27])([F:28])[F:29])[cH:25]3)[C:16](=[O:18])[O:17]2)[cH:6][c:7]([C:9]([F:10])([F:11])[F:12])[cH:8]1)([F:40])[F:41]. Starting materials: Cc1ccccc1, CCOC(C)=O, CC1C(c2cc(C(F)(F)F)cc(C(F)(F)F)c2)OC(=O)N1Cc1cc(C(F)(F)F)ccc1-c1nc(C(C)(C)O)cs1, O, Cc1ccc(S(=O)(=O)O)cc1.